From a dataset of the Open Reaction Database (ORD), a public repository of structured organic reaction records. describe an organic reaction: reactants, conditions, products, and yield Reactants: N[C@H]1[C@@H](C(C2=CC=C(C=C12)[N+](=O)[O-])(C)C)O (trans-3-amino-1,1-dimethyl-2-hydroxy-5-nitro indane), C1(=CC=CC=C1)N=C=O (phenyl isocyanate). Solvent: C(C)O (ethanol). Product: O[C@H]1[C@@H](C2=CC(=CC=C2C1(C)C)[N+](=O)[O-])NC(=O)NC1=CC=CC=C1 ((trans-)N-(2-Hydroxy-3,3-dimethyl-6-nitro-1-indanyl)-N'-phenylurea). Isolated yield 71.3%. Reaction SMILES: [NH2:1][C@@H:2]1[C:10]2[C:5](=[CH:6][CH:7]=[C:8]([N+:11]([O-:13])=[O:12])[CH:9]=2)[C:4]([CH3:15])([CH3:14])[C@H:3]1[OH:16].[C:17]1([N:23]=[C:24]=[O:25])[CH:22]=[CH:21][CH:20]=[CH:19][CH:18]=1>C(O)C>[OH:16][C@@H:3]1[C:4]([CH3:14])([CH3:15])[C:5]2[C:10](=[CH:9][C:8]([N+:11]([O-:13])=[O:12])=[CH:7][CH:6]=2)[C@H:2]1[NH:1][C:24]([NH:23][C:17]1[CH:22]=[CH:21][CH:20]=[CH:19][CH:18]=1)=[O:25]. Procedure details: To a solution of trans-3-amino-1,1-dimethyl-2-hydroxy-5-nitro indane (0.75 g, 3.37 mmoles, as prepared in part H of Example 1) in refluxing ethanol (6 ml) was added phenyl isocyanate (0.40 g, 3.37 mmoles). The reaction mixture was heated at reflux for 3 hours and cooled to room temperature. The product, which had precipitated from solution, was collected via suction filtration and washed with isopropyl ether. In this manner 0.82 g of the title compound was obtained as a white solid, m.p. 194°-19... The reactants are C1(CCCC2=CC=CC=C12)N (1,2,3,4-tetrahydro-1-naphtylamine), ClCCCC(=O)O (4-chlorobutyric acid), C1=CN(C=N1)C(=O)N2C=CN=C2 (CDI), ClCCCC(=O)NC1CCCC2=CC=CC=C12 (N-(4-chloro-butyroyl)-1,2,3,4,-tetrahydro-1-naphtylamine), [H-].[Na+] (NaH), oil. The solvent is C(Cl)Cl (CH2Cl2), CC#N (CH3CN). Reaction conditions: time 40 hour. Yields the product C1(CCCC2=CC=CC=C12)N1C(CCC1)=O (1-(1,2,3,4-tetrahydro-1-naphtyl)-pyrrolidin-2-one). Yield: 50.2%. As a reaction SMILES: C1N=CN(C(N2C=NC=C2)=O)C=1.C1(N)C2C(=CC=CC=2)CCC1.ClCCCC(O)=O.Cl[CH2:32][CH2:33][CH2:34][C:35]([NH:37][CH:38]1[C:47]2[C:42](=[CH:43][CH:44]=[CH:45][CH:46]=2)[CH2:41][CH2:40][CH2:39]1)=[O:36].[H-].[Na+]>C(Cl)Cl.CC#N>[CH:38]1([N:37]2[CH2:32][CH2:33][CH2:34][C:35]2=[O:36])[C:47]2[C:42](=[CH:43][CH:44]=[CH:45][CH:46]=2)[CH2:41][CH2:40][CH2:39]1 |f:4.5|. Procedure details: CDI (6.61 g. 40.75 mmoles) and, after 1 hour, 1,2,3,4-tetrahydro-1-naphtylamine (5 g, 33.96 mmoles) were added to 4-chlorobutyric acid (4.16 g, 33.96 mmoles) in CH2Cl2 (200 mL) under stirring. The resulting solution was kept at room temperature for 40 hours, then washed with 1N HCl, NaHCO3 (saturated solution), H2O, NaCl (saturated solution) and dried over anhydrous Na2SO4. The solvent was evaporated and the residue taken up with CHCl3. Upon addition of Et2O under stirring a precipitate was obta... The reactants are COC1=CC=C2C=CC(N(C2=N1)CCN1CCC(CC1)NC(OC(C)(C)C)=O)=O (tert-butyl (1-(2-(7-methoxy-2-oxo-1,8-naphthyridin-1(2H)-yl)ethyl)piperidin-4-yl)carbamate), Cl.C(C)(=O)OCC (hydrogen chloride ethyl acetate). Conditions: time 29 hour. Product: Cl.NC1CCN(CC1)CCN1C(C=CC2=CC=C(N=C12)OC)=O (1-(2-(4-aminopiperidin-1-yl)ethyl)-7-methoxy-1,8-naphthyridin-2(1H)-one hydrochloride). As a reaction SMILES: [CH3:1][O:2][C:3]1[N:12]=[C:11]2[C:6]([CH:7]=[CH:8][C:9](=[O:29])[N:10]2[CH2:13][CH2:14][N:15]2[CH2:20][CH2:19][CH:18]([NH:21]C(=O)OC(C)(C)C)[CH2:17][CH2:16]2)=[CH:5][CH:4]=1.[ClH:30].C(OCC)(=O)C>>[ClH:30].[NH2:21][CH:18]1[CH2:17][CH2:16][N:15]([CH2:14][CH2:13][N:10]2[C:11]3[C:6](=[CH:5][CH:4]=[C:3]([O:2][CH3:1])[N:12]=3)[CH:7]=[CH:8][C:9]2=[O:29])[CH2:20][CH2:19]1 |f:1.2,3.4|. Procedure details: To 2.8 g of tert-butyl (1-(2-(7-methoxy-2-oxo-1,8-naphthyridin-1(2H)-yl)ethyl)piperidin-4-yl)carbamate, 50 mL of a 4 mol/L hydrogen chloride/ethyl acetate solution was added, and the mixture was stirred at room temperature for 29 hours. The solvent was distilled off under reduced pressure, ethyl acetate was added to the solid thus obtained, and a crystal was filtered off and washed with ethyl acetate to obtain 2.3 g of 1-(2-(4-aminopiperidin-1-yl)ethyl)-7-methoxy-1,8-naphthyridin-2(1H)-one hydro... Reactants: [Br-], CCCCC12CCC(=O)C(Br)=C1c1ccc(O)cc1C2, [Li]CCCC, C[P+](c1ccccc1)(c1ccccc1)c1ccccc1, CCCCCC, C1CCOC1. The product is C=C1CCC2(CCCC)Cc3cc(O)ccc3C2=C1Br. As a reaction SMILES: [Br-:32].[Br:12][C:13]1=[C:25]2[C:17]([CH2:27][CH2:28][CH2:29][CH3:30])([CH2:16][CH2:15][C:14]1=[O:31])[CH2:18][c:19]1[cH:20][c:21]([OH:26])[cH:22][cH:23][c:24]12.[CH3:1][CH2:2][CH2:3][CH2:4][Li:5].[CH3:33][P+:34]([c:35]1[cH:36][cH:37][cH:38][cH:39][cH:40]1)([c:41]1[cH:42][cH:43][cH:44][cH:45][cH:46]1)[c:47]1[cH:48][cH:49][cH:50][cH:51][cH:52]1.[CH3:6][CH2:7][CH2:8][CH2:9][CH2:10][CH3:11].[O:53]1[CH2:54][CH2:55][CH2:56][CH2:57]1>>[CH2:1]=[C:14]1[C:13]([Br:12])=[C:25]2[C:17]([CH2:27][CH2:28][CH2:29][CH3:30])([CH2:16][CH2:15]1)[CH2:18][c:19]1[cH:20][c:21]([OH:26])[cH:22][cH:23][c:24]12.